Dataset: the Open Reaction Database (ORD), a public repository of structured organic reaction records. Task: describe an organic reaction: reactants, conditions, products, and yield Reactants: CN(C)C=O, ClCCl, O=C(O)C=Cc1ccccc1S(=O)(=O)Nc1ccccc1. Yields the product O=C(Cl)C=Cc1ccccc1S(=O)(=O)Nc1ccccc1. RXN SMILES: [CH3:25][N:26]([CH3:27])[CH:28]=[O:29].[Cl:22][CH2:23][Cl:24].[c:1]1([NH:7][S:8](=[O:9])(=[O:10])[c:11]2[c:12]([CH:17]=[CH:18][C:19](=[O:20])[OH:21])[cH:13][cH:14][cH:15][cH:16]2)[cH:2][cH:3][cH:4][cH:5][cH:6]1>>[c:1]1([NH:7][S:8](=[O:9])(=[O:10])[c:11]2[c:12]([CH:17]=[CH:18][C:19](=[O:21])[Cl:22])[cH:13][cH:14][cH:15][cH:16]2)[cH:2][cH:3][cH:4][cH:5][cH:6]1. The reactants are Cc1ccccc1, CCCC1CCC(C2CCC(C=Cc3c(C)cc(OCC)c(F)c3F)CC2)CC1, [H][H]. The product is CCCC1CCC(C2CCC(CCc3c(C)cc(OCC)c(F)c3F)CC2)CC1. As a reaction SMILES: [CH3:32][c:33]1[cH:34][cH:35][cH:36][cH:37][cH:38]1.[F:1][c:2]1[c:3]([CH:13]=[CH:14][CH:15]2[CH2:16][CH2:17][CH:18]([CH:21]3[CH2:22][CH2:23][CH:24]([CH2:27][CH2:28][CH3:29])[CH2:25][CH2:26]3)[CH2:19][CH2:20]2)[c:4]([CH3:12])[cH:5][c:6]([O:9][CH2:10][CH3:11])[c:7]1[F:8].[H:30][H:31]>>[F:1][c:2]1[c:3]([CH2:13][CH2:14][CH:15]2[CH2:16][CH2:17][CH:18]([CH:21]3[CH2:22][CH2:23][CH:24]([CH2:27][CH2:28][CH3:29])[CH2:25][CH2:26]3)[CH2:19][CH2:20]2)[c:4]([CH3:12])[cH:5][c:6]([O:9][CH2:10][CH3:11])[c:7]1[F:8].